Dataset: the Open Reaction Database (ORD), a public repository of structured organic reaction records. Task: describe an organic reaction: reactants, conditions, products, and yield The reactants are CSC1=NC=C(C(=N1)O)C(=O)OCC (2-Methylthio-5-ethoxycarbonyl-4-hydroxypyrimidine), C(C)(=O)O.C(CC)N (n-propylamine acetate). Run in O (water). Yields the product C(CC)NC1=NC=C(C(=N1)O)C(=O)OCC (2-n-Propylamino-5-ethoxycarbonyl-4-hydroxypyrimidine). RXN SMILES: CS[C:3]1[N:8]=[C:7]([OH:9])[C:6]([C:10]([O:12][CH2:13][CH3:14])=[O:11])=[CH:5][N:4]=1.C(O)(=O)C.[CH2:19]([NH2:22])[CH2:20][CH3:21]>O>[CH2:19]([NH:22][C:3]1[N:8]=[C:7]([OH:9])[C:6]([C:10]([O:12][CH2:13][CH3:14])=[O:11])=[CH:5][N:4]=1)[CH2:20][CH3:21] |f:1.2|. Procedure details: 2-Methylthio-5-ethoxycarbonyl-4-hydroxypyrimidine (2 mmol, 428 mg) was heated on an oil bath at 160° C. with n-propylamine acetate (1 ml) for 1 hour. The semi solid was cooled and then treated with 50 ml boiling water, and the solid product was filtered off (yield 400 mg, 88%) The reactants are O1C=CC2=C1CNCC2O (4,5,6,7-tetrahydrofuro[2,3-c]pyridin-4-ol), FC1=CC=C(C=C1)C(F)(F)F (4-fluorobenzotrifluoride). Yields the product FC(C1=CC=C(C=C1)OC1C2=C(CNC1)OC=C2)(F)F (4-[4-(Trifluoromethyl)phenyloxy]-4,5,6,7-tetrahydrofuro[2,3-c]pyridine). As a reaction SMILES: [O:1]1[C:5]2[CH2:6][NH:7][CH2:8][CH:9]([OH:10])[C:4]=2[CH:3]=[CH:2]1.F[C:12]1[CH:17]=[CH:16][C:15]([C:18]([F:21])([F:20])[F:19])=[CH:14][CH:13]=1>>[F:19][C:18]([F:21])([F:20])[C:15]1[CH:16]=[CH:17][C:12]([O:10][CH:9]2[CH2:8][NH:7][CH2:6][C:5]3[O:1][CH:2]=[CH:3][C:4]2=3)=[CH:13][CH:14]=1. Procedure: The same method as in Example 1 was conducted using 4,5,6,7-tetrahydrofuro[2,3-c]pyridin-4-ol (Reference Example 4) instead of 6-methyl-4,5,6,7-tetrahydrothieno[2,3-c]pyridin-4-ol (Reference Example 6) and was conducted using 4-fluorobenzotrifluoride instead of 1-fluoronaphthalene to give the objective compound.